This data is from the Open Reaction Database (ORD), a public repository of structured organic reaction records. The task is: describe an organic reaction: reactants, conditions, products, and yield Reactants: COC(=O)Cl, Cc1ccccc1, C1COCCO1, O=C1Nc2cccnc2Nc2ccccc21. Product: COC(=O)N1c2ccccc2C(=O)Nc2cccnc21. As a reaction SMILES: [C:17]([O:18][CH3:19])(=[O:20])[Cl:21].[CH3:28][c:29]1[cH:30][cH:31][cH:32][cH:33][cH:34]1.[O:22]1[CH2:23][CH2:24][O:25][CH2:26][CH2:27]1.[n:1]1[cH:2][cH:3][cH:4][c:5]2[c:6]1[NH:7][c:8]1[c:9]([cH:13][cH:14][cH:15][cH:16]1)[C:10](=[O:12])[NH:11]2>>[n:1]1[cH:2][cH:3][cH:4][c:5]2[c:6]1[N:7]([C:17]([O:18][CH3:19])=[O:20])[c:8]1[c:9]([cH:13][cH:14][cH:15][cH:16]1)[C:10](=[O:12])[NH:11]2. Starting materials: CN(CCO)C (2-dimethylaminoethanol), [H-].[Na+] (sodium hydride), ClC1=NC=C(C(=O)C2=CC=C(C=C2)C=CC2=NC3=CC=CC(=C3C(N2C)=O)C)C=C1 (2-[2-[4-(6-chloronicotinoyl)phenyl]vinyl]-3,5-dimethyl-4(3H)-quinazolinone). Run in CN(C)C=O (DMF). Run at time 10 minute. The product is CN1C(=NC2=CC=CC(=C2C1=O)C)C=CC1=CC=C(C=C1)C(C1=CN=C(C=C1)OCCN(C)C)=O (3,5-Dimethyl-2-[2-[4-[6-(2-dimethylaminoethoxy)-nicotinoyl]phenyl]vinyl]-4(3H)-quinazolinone). The yield is 72.1%. RXN SMILES: [CH3:1][N:2]([CH3:6])[CH2:3][CH2:4][OH:5].[H-].[Na+].Cl[C:10]1[CH:38]=[CH:37][C:13]([C:14]([C:16]2[CH:21]=[CH:20][C:19]([CH:22]=[CH:23][C:24]3[N:33]([CH3:34])[C:32](=[O:35])[C:31]4[C:26](=[CH:27][CH:28]=[CH:29][C:30]=4[CH3:36])[N:25]=3)=[CH:18][CH:17]=2)=[O:15])=[CH:12][N:11]=1>CN(C=O)C>[CH3:34][N:33]1[C:32](=[O:35])[C:31]2[C:26](=[CH:27][CH:28]=[CH:29][C:30]=2[CH3:36])[N:25]=[C:24]1[CH:23]=[CH:22][C:19]1[CH:20]=[CH:21][C:16]([C:14](=[O:15])[C:13]2[CH:37]=[CH:38][C:10]([O:5][CH2:4][CH2:3][N:2]([CH3:6])[CH3:1])=[N:11][CH:12]=2)=[CH:17][CH:18]=1 |f:1.2|. Procedure details: To a solution of 2-dimethylaminoethanol (53 mg) in DMF (3 ml) was added 60% sodium hydride (29 mg) and the mixture was stirred at room temperature for 10 minutes. Then, 2-[2-[4-(6-chloronicotinoyl)phenyl]vinyl]-3,5-dimethyl-4(3H)-quinazolinone (208 mg) was added and the mixture was further stirred at room temperature for 2 hours. This reaction mixture was extracted with ethyl acetate and the organic layer was washed serially with water and saturated aqueous NaCl solution, dried over anhydrous ma... Starting materials: CC(=O)c1ccc(OCc2ccccc2)c(CO)c1, CC(=O)c1ccc(OCc2ccccc2)c(NS(C)(=O)=O)c1, CCO, O. Yields the product CS(=O)(=O)Nc1cc(C(=O)C=O)ccc1OCc1ccccc1. Reaction SMILES: [CH2:1]([O:8][c:2]1[cH:3][cH:4][c:5]([C:6](=[O:7])[CH3:9])[cH:10][c:11]1[CH2:12][OH:13])[c:14]1[cH:15][cH:16][cH:17][cH:18][cH:19]1.[CH2:20]([c:21]1[cH:22][cH:23][cH:24][cH:25][cH:26]1)[O:27][c:28]1[c:29]([NH:37][S:38](=[O:39])(=[O:40])[CH3:41])[cH:30][c:31]([C:34]([CH3:35])=[O:36])[cH:32][cH:33]1.[CH2:43]([OH:44])[CH3:45].[OH2:42]>>[O:8]=[CH:35][C:34]([c:31]1[cH:30][c:29]([NH:37][S:38](=[O:39])(=[O:40])[CH3:41])[c:28]([O:27][CH2:20][c:21]2[cH:22][cH:23][cH:24][cH:25][cH:26]2)[cH:33][cH:32]1)=[O:36]. Reactants: CC(=O)O, CO, CC1(C)CNCC=C1c1ccc(F)cc1, [OH-], [OH-], [Pd+2]. Product: CC1(C)CNCCC1c1ccc(F)cc1. RXN SMILES: [CH3:16][C:17](=[O:18])[OH:19].[CH3:20][OH:21].[F:1][c:2]1[cH:3][cH:4][c:5]([C:8]2=[CH:13][CH2:12][NH:11][CH2:10][C:9]2([CH3:14])[CH3:15])[cH:6][cH:7]1.[OH-:22].[OH-:24].[Pd+2:23]>>[F:1][c:2]1[cH:3][cH:4][c:5]([CH:8]2[C:9]([CH3:14])([CH3:15])[CH2:10][NH:11][CH2:12][CH2:13]2)[cH:6][cH:7]1. Starting materials: ClC1=CC=C(OC(C(=O)OCC)(C(F)(F)F)C(F)(F)F)C=C1 (ethyl 2-(4-chlorophenoxy)-3,3,3-trifluoro2-trifluoromethylpropionate), [OH-].[K+] (potassium hydroxide), CO (methanol). The solvent is O (water). Conditions: time 4 hour. Yields the product FC(C(C(=O)O)C(F)(F)F)(F)F (3,3,3-trifluoro-2-trifluoromethylpropionic acid). As a reaction SMILES: ClC1C=CC(O[C:7]([C:17]([F:20])([F:19])[F:18])([C:13]([F:16])([F:15])[F:14])[C:8]([O:10]CC)=[O:9])=CC=1.[OH-].[K+].CO>O>[F:14][C:13]([F:15])([F:16])[CH:7]([C:17]([F:18])([F:20])[F:19])[C:8]([OH:10])=[O:9] |f:1.2|. Procedure details: A mixture of ethyl 2-(4-chlorophenoxy)-3,3,3-trifluoro2-trifluoromethylpropionate (14.6 g.), 4.5 N-aqueous potassium hydroxide (19.2 ml.) and methanol (35 ml.) is stirred at ambient temperature for 21/4 hours. The resulting solution is diluted with water and washed with ether. The aqueous phase is acidified with concentrated hydrochloric acid, and extracted with ether. The extract is washed with water, dried with sodium sulphate and evaporated. The residue is sublimed twice at 100° C. and 0.3 mm... Reactants: ClCCl, CC(O[Si](C)(C)C(C)(C)C)C(=O)O[Si](C)(C)C(C)(C)C, CN(C)C=O, O=C(Cl)C(=O)Cl. The product is CC(O[Si](C)(C)C(C)(C)C)C(=O)Cl. As a reaction SMILES: [CH2:32]([Cl:33])[Cl:34].[CH3:1][C:2]([CH3:3])([CH3:4])[Si:5]([O:6][CH:7]([C:8](=[O:9])[O:10][Si:11]([C:12]([CH3:13])([CH3:14])[CH3:15])([CH3:16])[CH3:17])[CH3:18])([CH3:19])[CH3:20].[CH3:21][N:22]([CH3:23])[CH:24]=[O:25].[Cl:26][C:27]([C:28]([Cl:29])=[O:30])=[O:31]>>[CH3:1][C:2]([CH3:3])([CH3:4])[Si:5]([O:6][CH:7]([C:8](=[O:9])[Cl:26])[CH3:18])([CH3:19])[CH3:20]. Reactants: BrC1=CC=2C3=CC=CC=C3C3=CC=CC=C3C2C=C1 (2-bromotriphenylene), CC(C)([O-])C.[Na+] (sodium tert-butoxide), NC1=CC=CC=C1 (aniline), C(C)(C)(C)P(C(C)(C)C)C(C)(C)C (tri(t-butyl)phosphine). Reagents/catalysts: C(C)(=O)[O-].[Pd+2].C(C)(=O)[O-] (Palladium acetate), C1(=CC=CC=C1)C (toluene). Solvent: C1(=CC=CC=C1)C (toluene). The product is C1(=CC=CC=C1)NC1=CC=2C3=CC=CC=C3C3=CC=CC=C3C2C=C1 (N-phenyltriphenylen-2-amine). The yield is 38.5%. Reaction SMILES: C(P(C(C)(C)C)C(C)(C)C)(C)(C)C.Br[C:15]1[CH:32]=[CH:31][C:30]2[C:29]3[C:24](=[CH:25][CH:26]=[CH:27][CH:28]=3)[C:23]3[C:18](=[CH:19][CH:20]=[CH:21][CH:22]=3)[C:17]=2[CH:16]=1.CC(C)([O-])C.[Na+].[NH2:39][C:40]1[CH:45]=[CH:44][CH:43]=[CH:42][CH:41]=1>C([O-])(=O)C.[Pd+2].C([O-])(=O)C.C1(C)C=CC=CC=1>[C:40]1([NH:39][C:15]2[CH:32]=[CH:31][C:30]3[C:29]4[C:24](=[CH:25][CH:26]=[CH:27][CH:28]=4)[C:23]4[C:18](=[CH:19][CH:20]=[CH:21][CH:22]=4)[C:17]=3[CH:16]=2)[CH:45]=[CH:44][CH:43]=[CH:42][CH:41]=1 |f:2.3,5.6.7|. Procedure: Palladium acetate (0.01 g, 0.06 mmol) and 1.0 M tri(t-butyl)phosphine solution in toluene (0.02 mL, 0.02 mmol) were added to a three-neck flask under nitrogen. 100 mL of toluene was then added. The solution was stirred under nitrogen until the color disappeared. To the solution was added 2-bromotriphenylene (2 g, 6.5 mmol), sodium tert-butoxide (0.94 g, 9.8 mmol), and aniline (1.8 g, 20 mmol) in sequence. The mixture was then heated up to reflux overnight. After cooled to room temperature, the m... Reactants: C([O-])([O-])=O.[K+].[K+] (potassium carbonate), ice, NCC=1N=CN2C1SC=C2 (7-aminomethyl-imidazo[5,1-b]thiazole), C(=O)O (formic acid), C(C)(=O)OC(C)=O (acetic anhydride). The solvent is ClCCl (dichloromethane), O (water), ClCCl (dichloromethane). The product is C(=O)NCC=1N=CN2C1SC=C2 (7-(formylamino)methylimidazo[5,1-b]thiazole). Reaction SMILES: [NH2:1][CH2:2][C:3]1[N:4]=[CH:5][N:6]2[CH:10]=[CH:9][S:8][C:7]=12.[CH:11](O)=[O:12].C(OC(=O)C)(=O)C.C(=O)([O-])[O-].[K+].[K+]>ClCCl.O>[CH:11]([NH:1][CH2:2][C:3]1[N:4]=[CH:5][N:6]2[CH:10]=[CH:9][S:8][C:7]=12)=[O:12] |f:3.4.5|. Procedure: To the ice-cooled solution of the whole amount of the crude 7-aminomethyl-imidazo[5,1-b]thiazole in 5 ml of dichloromethane was added a mixture of 0.5 ml of formic acid and 0.5 ml of acetic anhydride which had been preliminarily sitrred and reacted at 50° C. for 10 minutes. The resulting mixture was stirred under ice-cooling for 30 minutes. To the reaction mixture were added 10 ml of water, 20 ml of dichloromethane and 5 ml of a 50% aqueous potassium carbonate solution, and the organic layer was... Starting materials: C(C)OC=1C=CC(=C(C1)CC(=O)OC)OCC1=CC=C(C=C1)OCC=1N=C(OC1C)C1=CC=CC=C1 (methyl 2-[5-ethoxy-2-[4-[(5-methyl-2-phenyl-4-oxazolyl)methoxy]benzyloxy]phenyl]acetate), O1CCCC1 (tetrahydrofuran), [OH-].[Na+] (sodium hydroxide), Cl (Hydrochloric acid). Run in CO (methanol), O (water). Run at temperature 50 celsius, time 1 hour. Product: C(C)OC=1C=CC(=C(C1)CC(=O)O)OCC1=CC=C(C=C1)OCC=1N=C(OC1C)C1=CC=CC=C1 (2-[5-ethoxy-2-[4-[(5-methyl-2-phenyl-4-oxazolyl)methoxy]benzyloxy]phenyl]acetic acid). Yield: 82.7%. Reaction SMILES: [CH2:1]([O:3][C:4]1[CH:5]=[CH:6][C:7]([O:15][CH2:16][C:17]2[CH:22]=[CH:21][C:20]([O:23][CH2:24][C:25]3[N:26]=[C:27]([C:31]4[CH:36]=[CH:35][CH:34]=[CH:33][CH:32]=4)[O:28][C:29]=3[CH3:30])=[CH:19][CH:18]=2)=[C:8]([CH2:10][C:11]([O:13]C)=[O:12])[CH:9]=1)[CH3:2].O1CCCC1.[OH-].[Na+].Cl>O.CO>[CH2:1]([O:3][C:4]1[CH:5]=[CH:6][C:7]([O:15][CH2:16][C:17]2[CH:22]=[CH:21][C:20]([O:23][CH2:24][C:25]3[N:26]=[C:27]([C:31]4[CH:36]=[CH:35][CH:34]=[CH:33][CH:32]=4)[O:28][C:29]=3[CH3:30])=[CH:19][CH:18]=2)=[C:8]([CH2:10][C:11]([OH:13])=[O:12])[CH:9]=1)[CH3:2] |f:2.3|. Reported procedure: To a mixture of methyl 2-[5-ethoxy-2-[4-[(5-methyl-2-phenyl-4-oxazolyl)methoxy]benzyloxy]phenyl]acetate (0.56 g), tetrahydrofuran (2 mL) and methanol (2 mL) was added a 1N aqueous sodium hydroxide solution (2.2 mL) and the mixture was stirred at 50° C. for 1 hr. 1N Hydrochloric acid and water were added to acidify the reaction mixture, and the mixture was extracted with ethyl acetate. The organic layer was washed with saturated brine, dried over anhydrous magnesium sulfate and concentrated to gi...